This data is from the Open Reaction Database (ORD), a public repository of structured organic reaction records. The task is: describe an organic reaction: reactants, conditions, products, and yield Reactants: CCC(C)=O, FC(F)(F)Oc1ccc(Cl)cc1, N#C[Na], [Zn], c1ccc(P(c2ccccc2)c2ccccc2)cc1. Yields the product N#Cc1ccc(OC(F)(F)F)cc1. Reaction SMILES: [CH2:36]([C:37]([CH3:38])=[O:39])[CH3:40].[Cl:20][c:21]1[cH:22][cH:23][c:24]([O:27][C:28]([F:29])([F:30])[F:31])[cH:25][cH:26]1.[Na:32][C:33]#[N:34].[Zn:35].[c:1]1([P:2]([c:3]2[cH:4][cH:5][cH:6][cH:7][cH:8]2)[c:9]2[cH:10][cH:11][cH:12][cH:13][cH:14]2)[cH:15][cH:16][cH:17][cH:18][cH:19]1>>[c:21]1([C:33]#[N:34])[cH:22][cH:23][c:24]([O:27][C:28]([F:29])([F:30])[F:31])[cH:25][cH:26]1. Starting materials: BrB(Br)Br, ClCCl, COc1cccc(S(=O)(=O)N2CCN(c3ccc(C(O)(C(F)(F)F)C(F)(F)F)cc3)CC2)c1. Yields the product O=S(=O)(c1cccc(O)c1)N1CCN(c2ccc(C(O)(C(F)(F)F)C(F)(F)F)cc2)CC1. RXN SMILES: [B:34]([Br:35])([Br:36])[Br:37].[Cl:38][CH2:39][Cl:40].[F:1][C:2]([C:3]([C:4]([F:5])([F:6])[F:7])([OH:8])[c:9]1[cH:10][cH:11][c:12]([N:15]2[CH2:16][CH2:17][N:18]([S:21](=[O:22])(=[O:23])[c:24]3[cH:25][c:26]([O:30][CH3:31])[cH:27][cH:28][cH:29]3)[CH2:19][CH2:20]2)[cH:13][cH:14]1)([F:32])[F:33]>>[F:1][C:2]([C:3]([C:4]([F:5])([F:6])[F:7])([OH:8])[c:9]1[cH:10][cH:11][c:12]([N:15]2[CH2:16][CH2:17][N:18]([S:21](=[O:22])(=[O:23])[c:24]3[cH:25][c:26]([OH:30])[cH:27][cH:28][cH:29]3)[CH2:19][CH2:20]2)[cH:13][cH:14]1)([F:32])[F:33].